From a dataset of the Open Reaction Database (ORD), a public repository of structured organic reaction records. describe an organic reaction: reactants, conditions, products, and yield Reactants: CS(=O)(=O)O (methanesulfonic acid), BrCC1=CC=CC=2C=CC3=C4C=CC=CC4=CC=C3C12 (4-Bromomethylchrysene), NC(CO)(CO)C (2-amino-2-methyl-1,3-propanediol). Run in CC(C)O.CCOCC (i-PrOH Et2O). The product is CS(=O)(=O)OCC(CO)(C)NCC1=CC=CC=2C=CC3=C4C=CC=CC4=CC=C3C12 (2-[(4-chrysenylmethyl)amino]-2-methyl-1,3-propanediol methanesulfonate). Isolated yield 27.5%. As a reaction SMILES: [CH3:1][S:2]([OH:5])(=[O:4])=[O:3].Br[CH2:7][C:8]1[C:25]2[C:24]3[C:15](=[C:16]4[C:21](=[CH:22][CH:23]=3)[CH:20]=[CH:19][CH:18]=[CH:17]4)[CH:14]=[CH:13][C:12]=2[CH:11]=[CH:10][CH:9]=1.[NH2:26][C:27]([CH3:32])([CH2:30]O)[CH2:28][OH:29]>CC(O)C.CCOCC>[CH3:1][S:2]([O:5][CH2:30][C:27]([NH:26][CH2:7][C:8]1[C:25]2[C:24]3[C:15](=[C:16]4[C:21](=[CH:22][CH:23]=3)[CH:20]=[CH:19][CH:18]=[CH:17]4)[CH:14]=[CH:13][C:12]=2[CH:11]=[CH:10][CH:9]=1)([CH3:32])[CH2:28][OH:29])(=[O:4])=[O:3] |f:3.4|. Procedure: Using the procedure outlined in Example 3D except that the crude free base was treated with methanesulfonic acid, 4-bromomethylchrysene (10A) and 2-amino-2-methyl-1,3-propanediol (Aldrich) gave a 27.5% yield of 2-[(4-chrysenylmethyl)amino]-2-methyl-1,3-propanediol methanesulfonate 0.4 H2O 0.1 i-PrOH, mp 192°-193.5° (C,H,N,S), (i-PrOH/Et2O). The reactants are Cl (hydrochloric acid), [OH-].[Na+] (sodium hydroxide), OO (hydrogen peroxide), C(C=C)C1=C(C(=CC=C1)C)O (2-allyl-6-methylphenol). Solvent: solution. Run at time 3 hour. Product: OCCCC1=C(C(=CC=C1)C)O (2-(3-Hydroxypropyl)-6-methylphenol). Reaction SMILES: [CH2:1]([C:4]1[CH:9]=[CH:8][CH:7]=[C:6]([CH3:10])[C:5]=1[OH:11])[CH:2]=[CH2:3].[OH-:12].[Na+].OO.Cl>>[OH:12][CH2:3][CH2:2][CH2:1][C:4]1[CH:9]=[CH:8][CH:7]=[C:6]([CH3:10])[C:5]=1[OH:11] |f:1.2|. Procedure details: To a borane-tetrahydrofuran complex solution (100 mL, 1M solution) was added dropwise 2-allyl-6-methylphenol (21 g) under ice-cooling. After stirring at room temperature for 3 hours, a 2N aqueous sodium hydroxide solution (55 mL) and a 30% aqueous hydrogen peroxide solution (12 mL) were added to the reaction mixture under ice-cooling. After stirring overnight at room temperature, the reaction mixture was acidified with a 2N hydrochloric acid and extracted with diethyl ether. The organic layer wa... The reactants are C(C1=CC=CC=C1)N1CC(CC1)N(CCF)C(=O)OC(C)(C)C (1-benzyl-3-(N-BOC-N-(2-fluoroethyl)amino)pyrrolidine), C(=O)[O-].[NH4+] (ammonium formate). Reagents/catalysts: [Pd] (Pd/C). Yields the product C(=O)(OC(C)(C)C)N(CCF)C1CNCC1 (3-(N-BOC-N-(2-fluoroethyl)amino)pyrrolidine). Reaction SMILES: C([N:8]1[CH2:12][CH2:11][CH:10]([N:13]([C:17]([O:19][C:20]([CH3:23])([CH3:22])[CH3:21])=[O:18])[CH2:14][CH2:15][F:16])[CH2:9]1)C1C=CC=CC=1.C([O-])=O.[NH4+]>[Pd]>[C:17]([N:13]([CH:10]1[CH2:11][CH2:12][NH:8][CH2:9]1)[CH2:14][CH2:15][F:16])([O:19][C:20]([CH3:22])([CH3:23])[CH3:21])=[O:18] |f:1.2|. Procedure details: A 225 mg sample of the compound from step 448a was treated with ammonium formate and 10% Pd/C according to the procedure of step 445b for 1 hour, and the title compound was isolated (190 mg). Reactants: BrC1=CC=C(C=C1)C=1N=CN(C1C1=CC2=C(N=CN=C2S(=O)(=O)C)S1)C (6-[4-(4-Bromophenyl)-1-methyl-1H-imidazol-5-yl]-4-(methylsulfonyl)thieno[2,3-d]pyrimidine), Solid, BrC1=CC=C(C=C1)C=1N=CN(C1C1=CC2=C(N=CN=C2S(=O)(=O)C)S1)C (6-[4-(4-Bromophenyl)-1-methyl-1H-imidazol-5-yl]-4-(methylsulfonyl)thieno[2,3-d]pyrimidine), CC1(CC=CC=C1)N1C=NC=C1C1=CC2=C(N=CN=C2S(=O)(=O)C)S1 (6-(1-Methylphenyl-1H-imidazol-5-yl)-4-(methylsulfonyl)thieno[2,3-d]pyrimidine). Yields the product BrC1=CC=C(C=C1)C=1N=CN(C1C1=CC2=C(N=CN=C2N)S1)C (6-[4-(4-Bromophenyl)-1-methyl-1H-imidazol-5-yl]thieno[2,3-d]pyrimidin-4-amine). RXN SMILES: [Br:1][C:2]1[CH:7]=[CH:6][C:5]([C:8]2[N:9]=[CH:10][N:11]([CH3:26])[C:12]=2[C:13]2[S:25][C:16]3[N:17]=[CH:18][N:19]=[C:20](S(C)(=O)=O)[C:15]=3[CH:14]=2)=[CH:4][CH:3]=1.CC1([N:34]2C(C3SC4N=CN=C(S(C)(=O)=O)C=4C=3)=CN=C2)C=CC=CC1>>[Br:1][C:2]1[CH:7]=[CH:6][C:5]([C:8]2[N:9]=[CH:10][N:11]([CH3:26])[C:12]=2[C:13]2[S:25][C:16]3[N:17]=[CH:18][N:19]=[C:20]([NH2:34])[C:15]=3[CH:14]=2)=[CH:4][CH:3]=1. Reported procedure: The title compound was prepared by a similar process to that described for Example 8 but using 6-[4-(4-Bromophenyl)-1-methyl-1H-imidazol-5-yl]-4-(methylsulfonyl)thieno[2,3-d]pyrimidine (Intermediate 68) in place of 6-(1-Methyl-4-phenyl-1H-imidazol-5-yl)-4-(methylsulfonyl)thieno[2,3-d]pyrimidine (intermediate 17); Solid (568 mg, 95%); Starting materials: CO, [K+], [OH-], C=CCc1cccc(Sc2ccccc2C)c1O. Yields the product CC=Cc1cccc(Sc2ccccc2C)c1O. As a reaction SMILES: [CH3:21][OH:22].[K+:20].[OH-:19].[c:1]1([CH3:18])[c:2]([S:7][c:8]2[c:9]([OH:17])[c:10]([CH2:14][CH:15]=[CH2:16])[cH:11][cH:12][cH:13]2)[cH:3][cH:4][cH:5][cH:6]1>>[c:1]1([CH3:18])[c:2]([S:7][c:8]2[c:9]([OH:17])[c:10]([CH:14]=[CH:15][CH3:16])[cH:11][cH:12][cH:13]2)[cH:3][cH:4][cH:5][cH:6]1. Starting materials: C(C)(=O)NC1CN(C2CC3=CN(C=4C=CC=C(C34)C12)S(=O)(=O)C1=CC=CC=C1)C (9-Acetamido-4-benzenesulphonyl-7-methyl-6,6a,7,8,9,9a-hexahydro-4H-indolo[6.5.4-cd]indole), O.NN (hydrazine hydrate). Yields the product NC1CN(C2CC3=CNC=4C=CC=C(C34)C12)C (9-Amino-7-methyl-6,6a,7,8,9,9a-hexahydro-4H-indolo[6.5.4-cd]indole). As a reaction SMILES: C([NH:4][CH:5]1[CH:19]2[CH:8]([CH2:9][C:10]3[C:18]4[C:17]2=[CH:16][CH:15]=[CH:14][C:13]=4[N:12](S(C2C=CC=CC=2)(=O)=O)[CH:11]=3)[N:7]([CH3:29])[CH2:6]1)(=O)C.O.NN>>[NH2:4][CH:5]1[CH:19]2[CH:8]([CH2:9][C:10]3[C:18]4[C:17]2=[CH:16][CH:15]=[CH:14][C:13]=4[NH:12][CH:11]=3)[N:7]([CH3:29])[CH2:6]1 |f:1.2|. Reported procedure: To the N-benzenesulphonyl-9-acetamide (Example 10) (0.15 g) was added with stirring hydrazine hydrate (4 cm3) and the mixture heated to reflux under anhydrous conditions. After 24 hours all solid had dissolved to give a clear orange solution. All solvents were removed under high vacuum (<30° C.) to give after trituration with water (10 cm3) and acetone (2×10 cm3) an orange solid. Reactants: O[C@@H]1CN(C[C@@H]1CNC(=O)OCC1=CC=CC=C1)C(=O)OC(C)(C)C (1,1-dimethylethyl(3S,4S)-3-hydroxy-4-[({[(phenylmethyl)oxy]carbonyl}amino)methyl]-1-pyrrolidinecarboxylate), PdOH. Solvent: CO (methanol). Yields the product NC[C@H]1CN(C[C@H]1O)C(=O)OC(C)(C)C (1,1-dimethylethyl(3S,4S)-3-(aminomethyl)-4-hydroxy-1-pyrrolidinecarboxylate). Reaction SMILES: [OH:1][C@H:2]1[C@@H:6]([CH2:7][NH:8]C(OCC2C=CC=CC=2)=O)[CH2:5][N:4]([C:19]([O:21][C:22]([CH3:25])([CH3:24])[CH3:23])=[O:20])[CH2:3]1>CO>[NH2:8][CH2:7][C@@H:6]1[C@H:2]([OH:1])[CH2:3][N:4]([C:19]([O:21][C:22]([CH3:25])([CH3:24])[CH3:23])=[O:20])[CH2:5]1. Reported procedure: Dissolve 1,1-dimethylethyl(3S,4S)-3-hydroxy-4-[({[(phenylmethyl)oxy]carbonyl}amino)methyl]-1-pyrrolidinecarboxylate (0.75 g, 2.14 mmol) in methanol (10 mL). Add 20% PdOH (catalytic) and subject to H at 55 PSI on a Parr hydrogenation apparatus. The solution was filtered through a plug of celite and concentrated under reduced pressure to yield an oil. (0.712 g, quantitative) LCMS: m/z 133.2 (MH+). Reactants: CO, [Cl-], CCN(CC)c1nc(C(C)(C)C)nn1-c1c(Cl)cc(C(F)(F)F)cc1[N+](=O)[O-], Cl, [Na+], [OH-], O, O, O. The product is CCN(CC)c1nc(C(C)(C)C)nn1-c1c(N)cc(C(F)(F)F)cc1Cl. Reaction SMILES: [CH3:35][OH:36].[Cl-:31].[Cl:1][c:2]1[c:3](-[n:15]2[n:16][c:17]([C:25]([CH3:26])([CH3:27])[CH3:28])[n:18][c:19]2[N:20]([CH2:21][CH3:22])[CH2:23][CH3:24])[c:4]([N+:12]([O-:13])=[O:14])[cH:5][c:6]([C:8]([F:9])([F:10])[F:11])[cH:7]1.[ClH:37].[Na+:34].[OH-:33].[OH2:29].[OH2:30].[OH2:32]>>[Cl:1][c:2]1[c:3](-[n:15]2[n:16][c:17]([C:25]([CH3:26])([CH3:27])[CH3:28])[n:18][c:19]2[N:20]([CH2:21][CH3:22])[CH2:23][CH3:24])[c:4]([NH2:12])[cH:5][c:6]([C:8]([F:9])([F:10])[F:11])[cH:7]1. Starting materials: CC(C)(C)N1CC([N+](=O)[O-])([N+](=O)[O-])C1, C=C(C)C, ClC(Cl)Cl, O=C(Cl)OCc1ccccc1, O=[N+]([O-])N1CC([N+](=O)[O-])([N+](=O)[O-])C1. Yields the product CC(C)(C)N1CC([N+](=O)[O-])([N+](=O)[O-])C1, Cl. As a reaction SMILES: [C:14]([CH3:15])([CH3:16])([CH3:17])[N:18]1[CH2:19][C:20]([N+:22](=[O:23])[O-:24])([N+:25](=[O:26])[O-:27])[CH2:21]1.[CH3:39][C:40](=[CH2:41])[CH3:42].[CH:43]([Cl:44])([Cl:45])[Cl:46].[Cl:28][C:29]([O:30][CH2:31][c:32]1[cH:33][cH:34][cH:35][cH:36][cH:37]1)=[O:38].[N+:1]([N:2]1[CH2:3][C:4]([N+:5]([O-:6])=[O:7])([N+:8]([O-:9])=[O:10])[CH2:11]1)([O-:12])=[O:13]>>[C:14]([CH3:15])([CH3:16])([CH3:17])[N:18]1[CH2:19][C:20]([N+:22](=[O:23])[O-:24])([N+:25](=[O:26])[O-:27])[CH2:21]1.[ClH:28]. The reactants are OS(=O)[O-].[Na+] (NaHSO3), [O-][Si](=O)[O-].[Mg+2] (Florisil), BrC1CC=CCC1Br (4,5-dibromo-1-cyclohexene), CN1CCOCC1 (N-methylmorpholine). The reagents and catalysts are O=[Os](=O)(=O)=O (OsO4). The solvent is O (water), O (water), CC(=O)C (acetone). The product is BrC1CC(C(CC1Br)O)O (4,5-dibromo-1,2-cyclohexanediol). Reaction SMILES: [Br:1][CH:2]1[CH:7]([Br:8])[CH2:6]C=C[CH2:3]1.CN1[CH2:15][CH2:14][O:13]CC1.[OH:16]S([O-])=O.[Na+].[O-][Si]([O-])=O.[Mg+2]>O.O=[Os](=O)(=O)=O.CC(C)=O>[Br:1][CH:2]1[CH:7]([Br:8])[CH2:6][CH:15]([OH:16])[CH:14]([OH:13])[CH2:3]1 |f:2.3,4.5|. Reported procedure: The compound obtained in Step (9) (80.5 g, 338 mmol), water (500 ml), acetone (250 ml), and N-methylmorpholine (45.5 g, 389 mmol) were placed in a reaction vessel, and was stirred. OsO4 (1 g) was added to the mixture, and was vigorously stirred for 24 hours. After the completion of the reaction, a suspension of NaHSO3 (50 g) and Florisil (250 g) in water (100 ml) was added to the reaction solution, and was stirred for 10 minutes. After that, insoluble matter was removed by celite filtration, and...